From a dataset of the Open Reaction Database (ORD), a public repository of structured organic reaction records. describe an organic reaction: reactants, conditions, products, and yield RXN SMILES: C(O)(=O)C(O)=O.[CH3:7][N:8]1[CH2:13][CH2:12][N:11]([C:14]([N:16]2[CH2:19][CH:18]([O:20][C:21]3[CH:26]=[CH:25][CH:24]=[C:23]([C:27]([F:30])([F:29])[F:28])[CH:22]=3)[CH2:17]2)=[O:15])[CH2:10][CH2:9]1.[C:31]([OH:38])(=[O:37])/[CH:32]=[CH:33]/[C:34]([OH:36])=[O:35]>C(O)(C)C>[C:31]([OH:38])(=[O:37])/[CH:32]=[CH:33]/[C:34]([OH:36])=[O:35].[CH3:7][N:8]1[CH2:13][CH2:12][N:11]([C:14]([N:16]2[CH2:19][CH:18]([O:20][C:21]3[CH:26]=[CH:25][CH:24]=[C:23]([C:27]([F:30])([F:28])[F:29])[CH:22]=3)[CH2:17]2)=[O:15])[CH2:10][CH2:9]1 |f:0.1,4.5|. The product is C(\C=C\C(=O)O)(=O)O.CN1CCN(CC1)C(=O)N1CC(C1)OC1=CC(=CC=C1)C(F)(F)F (1-Methyl-4-[3-[3-(trifluoromethyl)phenoxy]-1-azetidinylcarbonyl]piperazine fumarate). Procedure: The same procedure as used to prepare 1-methyl-4-[3-[3-(trifluoromethyl)phenoxy]-1-azetidinylcarbonyl]piperazine oxalate [1:1.5] was followed except the free base was converted to the fumarate salt (instead of the oxalate salt) by dissolving the residue obtained from work-up in 5 ml of isopropanol and treating this solution with 1.2 g of fumaric acid dissolved in 25 ml of boiling isopropanol. The cooled mixture yielded 1.3 g of white product. The filtrate was concentrated in vacuo and the result... The reactants are C(C(=O)O)(=O)O.CN1CCN(CC1)C(=O)N1CC(C1)OC1=CC(=CC=C1)C(F)(F)F (1-methyl-4-[3-[3-(trifluoromethyl)phenoxy]-1-azetidinylcarbonyl]piperazine oxalate), C(\C=C\C(=O)O)(=O)O (fumaric acid), fumarate salt, oxalate salt. The solvent is C(C)(C)O (isopropanol), C(C)(C)O (isopropanol). The reactants are N1C(CCC(C2=C1C=CC=C2)=O)=O (3,4-dihydro-1H-1-benzazepine-2,5-dione), CN(C=O)C (N,N-dimethylformamide), dimethylacetal. Run in C(C)OCC (diethylether). Reaction conditions: temperature 90 celsius. The product is CN(C)C=C1CC(NC2=C(C1=O)C=CC=C2)=O (4-[(Dimethylamino)methylene]-3,4-dihydro-1H-1-benzazepine-2,5-dione). Isolated yield 79.0%. As a reaction SMILES: [NH:1]1[C:7]2[CH:8]=[CH:9][CH:10]=[CH:11][C:6]=2[C:5](=[O:12])[CH2:4][CH2:3][C:2]1=[O:13].[CH3:14][N:15]([CH3:18])[CH:16]=O>C(OCC)C>[CH3:14][N:15]([CH:18]=[C:4]1[C:5](=[O:12])[C:6]2[CH:11]=[CH:10][CH:9]=[CH:8][C:7]=2[NH:1][C:2](=[O:13])[CH2:3]1)[CH3:16]. Procedure details: A mixture of 0.250 g (1.43 mmol) of 3,4-dihydro-1H-1-benzazepine-2,5-dione and 5.5 ml (4.93 g, 41.5 mmol) of N,N-dimethylformamide, dimethylacetal is heated at 90° C. for 1.5 hour. The mixture is cooled, diluted with diethylether and filtered. The solid is washed well with diethylether and dried to give 0.26 g of tan crystals, m.p. 203°-205° C. Reactants: NC1=NNC(=C1)C(C)(C)C (3-amino-5-t-butylpyrazole), ClC(=O)OC (methyl chloroformate), C([O-])([O-])=O.[K+].[K+] (potassium carbonate), N1N=CC=C1 (pyrazole), NC1=NNC(=C1)C(C)(C)C (3-Amino-5-t-butylpyrazole). The solvent is C(Cl)(Cl)(Cl)Cl (carbon tetrachloride). Product: C(C)(C)(C)C1=CC(=NN1)NC(OC)=O (methyl N-(5-t-butyl-3-pyrazolyl)carbamate). Yield: 26.8%. As a reaction SMILES: [NH2:1][C:2]1[CH:6]=[C:5]([C:7]([CH3:10])([CH3:9])[CH3:8])[NH:4][N:3]=1.N1C=CC=N1.Cl[C:17]([O:19][CH3:20])=[O:18].C(=O)([O-])[O-].[K+].[K+]>C(Cl)(Cl)(Cl)Cl>[C:7]([C:5]1[NH:4][N:3]=[C:2]([NH:1][C:17](=[O:18])[O:19][CH3:20])[CH:6]=1)([CH3:10])([CH3:9])[CH3:8] |f:3.4.5|. Procedure details: 10 g of 3-amino-5-t-butylpyrazole as prepared in Reference Example (this pyrazole compound being hereinafter referred to as "Compound [II]") was dissolved in 100 ml of carbon tetrachloride, and 6.8 g of methyl chloroformate was added to the solution. The mixture was then allowed to react for 5 hours under refluxing. After cooling the reaction solution, a potassium carbonate aqueous solution was added thereto whereby crystals were formed. The crystals were collected by filtration, and washed with... The product is CCOC(=O)c1ccc(C(CCC(F)(F)F)Nc2ccc(-n3cc(C(F)(F)F)cn3)nc2)cc1. As a reaction SMILES: [CH3:36][OH:37].[F:1][C:2]([CH2:3][CH2:4][C:5](=[O:6])[c:7]1[cH:8][cH:9][c:10]([C:11](=[O:12])[O:13][CH2:14][CH3:15])[cH:16][cH:17]1)([F:18])[F:19].[F:20][C:21]([c:22]1[cH:23][n:24][n:25](-[c:27]2[cH:28][cH:29][c:30]([NH2:33])[cH:31][n:32]2)[cH:26]1)([F:34])[F:35]>>[F:1][C:2]([CH2:3][CH2:4][CH:5]([c:7]1[cH:8][cH:9][c:10]([C:11](=[O:12])[O:13][CH2:14][CH3:15])[cH:16][cH:17]1)[NH:33][c:30]1[cH:29][cH:28][c:27](-[n:25]2[n:24][cH:23][c:22]([C:21]([F:20])([F:34])[F:35])[cH:26]2)[n:32][cH:31]1)([F:18])[F:19]. Reactants: CO, CCOC(=O)c1ccc(C(=O)CCC(F)(F)F)cc1, Nc1ccc(-n2cc(C(F)(F)F)cn2)nc1. The reactants are CC(C)(C)OC(=O)NC(CO)(CCc1ccc(OCc2ccccc2)cc1)COC(=O)c1ccccc1[N+](=O)[O-], COC(C)(C)OC, Cc1ccccc1, Cc1ccc(S(=O)(=O)O)cc1. Product: CC(C)(C)OC(=O)N1C(CCc2ccc(OCc3ccccc3)cc2)(COC(=O)c2ccccc2[N+](=O)[O-])COC1(C)C. Reaction SMILES: [CH2:1]([c:2]1[cH:3][cH:4][cH:5][cH:6][cH:7]1)[O:8][c:9]1[cH:10][cH:11][c:12]([CH2:15][CH2:16][C:17]([CH2:18][O:19][C:20]([c:21]2[c:22]([N+:27](=[O:28])[O-:29])[cH:23][cH:24][cH:25][cH:26]2)=[O:30])([CH2:31][OH:32])[NH:33][C:34](=[O:35])[O:36][C:37]([CH3:38])([CH3:39])[CH3:40])[cH:13][cH:14]1.[CH3:41][O:42][C:43]([CH3:44])([CH3:45])[O:46][CH3:47].[CH3:59][c:60]1[cH:61][cH:62][cH:63][cH:64][cH:65]1.[c:48]1([CH3:49])[cH:50][cH:51][c:52]([S:53]([OH:54])(=[O:55])=[O:56])[cH:57][cH:58]1>>[CH2:1]([c:2]1[cH:3][cH:4][cH:5][cH:6][cH:7]1)[O:8][c:9]1[cH:10][cH:11][c:12]([CH2:15][CH2:16][C:17]2([CH2:18][O:19][C:20]([c:21]3[c:22]([N+:27](=[O:28])[O-:29])[cH:23][cH:24][cH:25][cH:26]3)=[O:30])[CH2:31][O:32][C:43]([CH3:44])([CH3:45])[N:33]2[C:34](=[O:35])[O:36][C:37]([CH3:38])([CH3:39])[CH3:40])[cH:13][cH:14]1. Reactants: C([O-])(O)=O.[Na+] (sodium bicarbonate), crude product, C1(=CC=CC=C1)C(C(C(=O)OCC)=O)F (ethyl 3-phenyl-3-fluoropyruvate), aqueous solution. Solvent: C(C)(C)O (isopropanol). Run at time 15 hour. The product is C1(=CC=CC=C1)C(C(C(=O)O)=O)F (3-phenyl-3-fluoropyruvic acid). Isolated yield 68.6%. Reaction SMILES: [C:1]1([CH:7]([F:15])[C:8](=[O:14])[C:9]([O:11]CC)=[O:10])[CH:6]=[CH:5][CH:4]=[CH:3][CH:2]=1.C(=O)(O)[O-].[Na+]>C(O)(C)C>[C:1]1([CH:7]([F:15])[C:8](=[O:14])[C:9]([OH:11])=[O:10])[CH:2]=[CH:3][CH:4]=[CH:5][CH:6]=1 |f:1.2|. Procedure details: To the crude product of ethyl 3-phenyl-3-fluoropyruvate (10.6 g) obtained in Example 1, a 50% aqueous solution of isopropanol (300 ml) is added, and sodium bicarbonate (9.0 g) is added thereto. The mixture is heated gradually while stirring, and hydrolysis is effected at 50° C. for 15 hours. Thereafter, water-insoluble substances are extracted with ethyl acetate (70 ml each for three times). Then, the water layer is admixed with ethyl acetate (200 ml) and made acidic (pH, 1.0-2.0) with 1 N hydro... Reactants: BrC1=C(C=C2CCNC2=C1)SCCC (6-Bromo-5-propylthioindoline), N1=CC(=CC=C1)N=C=O (3-pyridylisocyanate). The product is BrC1=C(C=C2CCN(C2=C1)C(NC=1C=NC=CC1)=O)SCCC (6-Bromo-5-propylthio-1-(3-pyridylcarbamoyl)indoline). Yield: 65.0%. RXN SMILES: [Br:1][C:2]1[CH:10]=[C:9]2[C:5]([CH2:6][CH2:7][NH:8]2)=[CH:4][C:3]=1[S:11][CH2:12][CH2:13][CH3:14].[N:15]1[CH:20]=[CH:19][CH:18]=[C:17]([N:21]=[C:22]=[O:23])[CH:16]=1>>[Br:1][C:2]1[CH:10]=[C:9]2[C:5]([CH2:6][CH2:7][N:8]2[C:22](=[O:23])[NH:21][C:17]2[CH:16]=[N:15][CH:20]=[CH:19][CH:18]=2)=[CH:4][C:3]=1[S:11][CH2:12][CH2:13][CH3:14]. Procedure: 6-Bromo-5-propylthioindoline (D83) (0.095 g, 0.35 mmol) was treated with 3-pyridylisocyanate as in the procedure described in Example 1. The product was recrystallised from ethanol/diethyl ether to give the title compound (0.089 g, 65%) as a white crystalline solid m.p. 224°-226° C. The reactants are CCN(C(C)C)C(C)C, [Cl-], ClCCl, ClCCl, O=C(O)c1ccc(F)c([N+](=O)[O-])c1, FC(F)(F)CNCC(F)(F)F, O=S(Cl)Cl. Yields the product O=C(c1ccc(F)c([N+](=O)[O-])c1)N(CC(F)(F)F)CC(F)(F)F. As a reaction SMILES: [CH:21]([N:22]([CH:23]([CH3:24])[CH3:25])[CH2:26][CH3:27])([CH3:28])[CH3:29].[Cl-:41].[Cl:14][CH2:15][Cl:16].[Cl:42][CH2:43][Cl:44].[F:1][c:2]1[c:3]([N+:11](=[O:12])[O-:13])[cH:4][c:5]([C:6](=[O:7])[OH:8])[cH:9][cH:10]1.[F:30][C:31]([CH2:32][NH:33][CH2:34][C:35]([F:36])([F:37])[F:38])([F:39])[F:40].[S:17]([Cl:18])([Cl:19])=[O:20]>>[F:1][c:2]1[c:3]([N+:11](=[O:12])[O-:13])[cH:4][c:5]([C:6](=[O:8])[N:33]([CH2:32][C:31]([F:30])([F:39])[F:40])[CH2:34][C:35]([F:36])([F:37])[F:38])[cH:9][cH:10]1. Product: Cc1ccc(S(=O)(=O)NC(=O)Nc2ccc(Cl)cc2)s1. Reactants: Cc1ccc(S(N)(=O)=O)s1, CC(C)=O, O=C=Nc1ccc(Cl)cc1, [Na+], [OH-]. RXN SMILES: [CH3:1][c:2]1[cH:3][cH:4][c:5]([S:7](=[O:8])(=[O:9])[NH2:10])[s:6]1.[CH3:23][C:24](=[O:25])[CH3:26].[Cl:13][c:14]1[cH:15][cH:16][c:17]([N:20]=[C:21]=[O:22])[cH:18][cH:19]1.[Na+:12].[OH-:11]>>[CH3:1][c:2]1[cH:3][cH:4][c:5]([S:7](=[O:8])(=[O:9])[NH:10][C:21]([NH:20][c:17]2[cH:16][cH:15][c:14]([Cl:13])[cH:19][cH:18]2)=[O:22])[s:6]1. The reactants are Clc1ccccc1Cl, O=S(CCC(C(F)=C(F)Cc1cccc(Oc2ccccc2)c1)c1ccc(Cl)cc1)c1ccccc1. Yields the product C=CC(C(F)=C(F)Cc1cccc(Oc2ccccc2)c1)c1ccc(Cl)cc1. Reaction SMILES: [Cl:37][c:38]1[cH:39][cH:40][cH:41][cH:42][c:43]1[Cl:44].[c:1]1([S:2](=[O:3])[CH2:9][CH2:10][CH:11]([C:12](=[C:13]([CH2:14][c:15]2[cH:16][c:17]([O:21][c:22]3[cH:23][cH:24][cH:25][cH:26][cH:27]3)[cH:18][cH:19][cH:20]2)[F:28])[F:29])[c:30]2[cH:31][cH:32][c:33]([Cl:36])[cH:34][cH:35]2)[cH:4][cH:5][cH:6][cH:7][cH:8]1>>[CH2:9]=[CH:10][CH:11]([C:12](=[C:13]([CH2:14][c:15]1[cH:16][c:17]([O:21][c:22]2[cH:23][cH:24][cH:25][cH:26][cH:27]2)[cH:18][cH:19][cH:20]1)[F:28])[F:29])[c:30]1[cH:31][cH:32][c:33]([Cl:36])[cH:34][cH:35]1.